Task: describe an organic reaction: reactants, conditions, products, and yield. Dataset: the Open Reaction Database (ORD), a public repository of structured organic reaction records Reactants: CCOC(=O)C(C)Br, O=C([O-])[O-], CN(c1ccc(O)cc1)c1cnc2cc(Cl)ccc2n1, CCC(C)=O, [K+], [K+]. The product is CCOC(=O)C(C)Oc1ccc(N(C)c2cnc3cc(Cl)ccc3n2)cc1. As a reaction SMILES: [Br:21][CH:22]([C:23](=[O:24])[O:25][CH2:26][CH3:27])[CH3:28].[C:29](=[O:30])([O-:31])[O-:32].[CH3:1][N:2]([c:3]1[n:4][c:5]2[cH:6][cH:7][c:8]([Cl:13])[cH:9][c:10]2[n:11][cH:12]1)[c:14]1[cH:15][cH:16][c:17]([OH:20])[cH:18][cH:19]1.[CH3:35][C:36](=[O:37])[CH2:38][CH3:39].[K+:33].[K+:34]>>[CH3:1][N:2]([c:3]1[n:4][c:5]2[cH:6][cH:7][c:8]([Cl:13])[cH:9][c:10]2[n:11][cH:12]1)[c:14]1[cH:15][cH:16][c:17]([O:20][CH:22]([C:23](=[O:24])[O:25][CH2:26][CH3:27])[CH3:28])[cH:18][cH:19]1. Reactants: COC1=C(C=C(C=C1)[N+](=O)[O-])C(C(=O)OC)N1CCN(CCN(CCN(CC1)CC(=O)OC)CC(=O)OC)CC(=O)OC (α-(2-methoxy-5-nitrophenyl)-1,4,7,10-tetraazacyclododecane-1,4,7,10-tetraacetic acid, tetramethyl ester). The solvent is Cl (HCl). The product is COC1=C(C=C(C=C1)[N+](=O)[O-])C(C(=O)O)N1CCN(CCN(CCN(CC1)CC(=O)O)CC(=O)O)CC(=O)O (α-(2-methoxy-5-nitrophenyl)-1,4,7,10-tetraazacyclododecane-1,4,7,10-tetraacetic acid). As a reaction SMILES: [CH3:1][O:2][C:3]1[CH:8]=[CH:7][C:6]([N+:9]([O-:11])=[O:10])=[CH:5][C:4]=1[CH:12]([N:17]1[CH2:28][CH2:27][N:26]([CH2:29][C:30]([O:32]C)=[O:31])[CH2:25][CH2:24][N:23]([CH2:34][C:35]([O:37]C)=[O:36])[CH2:22][CH2:21][N:20]([CH2:39][C:40]([O:42]C)=[O:41])[CH2:19][CH2:18]1)[C:13]([O:15]C)=[O:14]>Cl>[CH3:1][O:2][C:3]1[CH:8]=[CH:7][C:6]([N+:9]([O-:11])=[O:10])=[CH:5][C:4]=1[CH:12]([N:17]1[CH2:28][CH2:27][N:26]([CH2:29][C:30]([OH:32])=[O:31])[CH2:25][CH2:24][N:23]([CH2:34][C:35]([OH:37])=[O:36])[CH2:22][CH2:21][N:20]([CH2:39][C:40]([OH:42])=[O:41])[CH2:19][CH2:18]1)[C:13]([OH:15])=[O:14]. Procedure: A solution of α-(2-methoxy-5-nitrophenyl)-1,4,7,10-tetraazacyclododecane-1,4,7,10-tetraacetic acid, tetramethyl ester (prepared by the procedure of Example 10) in concentrated HCl (5 ml, J. T. Baker ULTREX) was refluxed under a nitrogen atmosphere for 5 hours. The solution was then concentrated to dryness in vacuo to leave a solid residue. This was purified by chromatography (silica gel, Solvent System 6) to yield the title product as an off-white solid (209 mg). This material was converted to t... Reactants: [H-].[Na+] (Sodium hydride), N1C=NC(=C1)C1=NC=CC(=C1)C#N (2-(1H-imidazol-4-yl)pyridine-4-carbonitrile), BrCCC (1-bromopropane). Run in CN(C)C=O (DMF). Run at time 10 minute. Product: C(CC)N1C=NC(=C1)C1=NC=CC(=C1)C#N (2-(1-propyl-1H-imidazol-4-yl)pyridine-4-carbonitrile). The yield is 71.1%. Reaction SMILES: [NH:1]1[CH:5]=[C:4]([C:6]2[CH:11]=[C:10]([C:12]#[N:13])[CH:9]=[CH:8][N:7]=2)[N:3]=[CH:2]1.[H-].[Na+].Br[CH2:17][CH2:18][CH3:19]>CN(C=O)C>[CH2:17]([N:1]1[CH:5]=[C:4]([C:6]2[CH:11]=[C:10]([C:12]#[N:13])[CH:9]=[CH:8][N:7]=2)[N:3]=[CH:2]1)[CH2:18][CH3:19] |f:1.2|. Procedure: A solution of 2-(1H-imidazol-4-yl)pyridine-4-carbonitrile (90 mg, 0.53 mmol) in anhydrous DMF (2 mL) was cooled in an ice-water bath. Sodium hydride (60%, 32 mg, 0.8 mmol) was added carefully at 0° C. The reaction mixture was stirred for 10 minutes, after which 1-bromopropane (73 μL, 0.8 mmol) was added. The reaction mixture was warmed up to r.t. and stirred for 1 hr and it was then purified by ISCO flash column (MeOH/DCM=0-5%). 80 mg title compound was obtained as white solid (71%). [M+H] Calc'... The product is CC(C)Oc1nc(-c2ccc(Cl)cc2)c(CCC(=O)O)o1. RXN SMILES: [CH3:3][CH:4]([CH3:5])[OH:6].[Cl:7][c:8]1[o:9][c:10]([CH2:20][CH2:21][C:22](=[O:23])[OH:24])[c:11](-[c:13]2[cH:14][cH:15][c:16]([Cl:19])[cH:17][cH:18]2)[n:12]1.[ClH:25].[H-:1].[Na+:2].[OH2:26]>>[CH3:3][CH:4]([CH3:5])[O:6][c:8]1[o:9][c:10]([CH2:20][CH2:21][C:22](=[O:23])[OH:24])[c:11](-[c:13]2[cH:14][cH:15][c:16]([Cl:19])[cH:17][cH:18]2)[n:12]1. Reactants: CC(C)O, O=C(O)CCc1oc(Cl)nc1-c1ccc(Cl)cc1, Cl, [H-], [Na+], O.